Dataset: the Open Reaction Database (ORD), a public repository of structured organic reaction records. Task: describe an organic reaction: reactants, conditions, products, and yield Reactants: CS(C)=O, COc1cc2ncnc(Cl)c2cc1OC, Clc1ncc2ccccc2n1, Cl, [H-], Nc1ccc(O)cc1Cl, [Na+], O. Product: COc1cc2ncnc(Oc3ccc(N)c(Cl)c3)c2cc1OC. As a reaction SMILES: [CH3:40][S:41](=[O:42])[CH3:43].[Cl:13][c:14]1[n:15][cH:16][n:17][c:18]2[cH:19][c:20]([O:26][CH3:27])[c:21]([O:24][CH3:25])[cH:22][c:23]12.[Cl:28][c:29]1[n:30][cH:31][c:32]2[c:33]([cH:34][cH:35][cH:36][cH:37]2)[n:38]1.[ClH:3].[H-:1].[NH2:4][c:5]1[c:6]([Cl:12])[cH:7][c:8]([OH:11])[cH:9][cH:10]1.[Na+:2].[OH2:39]>>[NH2:4][c:5]1[c:6]([Cl:12])[cH:7][c:8]([O:11][c:14]2[n:15][cH:16][n:17][c:18]3[cH:19][c:20]([O:26][CH3:27])[c:21]([O:24][CH3:25])[cH:22][c:23]23)[cH:9][cH:10]1.